This data is from the Open Reaction Database (ORD), a public repository of structured organic reaction records. The task is: describe an organic reaction: reactants, conditions, products, and yield Run at time 1 hour. Isolated yield 37.1%. RXN SMILES: [CH2:1]([O:8][C:9]1[CH:14]=[CH:13][CH:12]=[CH:11][C:10]=1Br)[C:2]1[CH:7]=[CH:6][CH:5]=[CH:4][CH:3]=1.[Mg].[CH:17]([C:19]1[CH:28]=[CH:27][C:22]([C:23]([O:25][CH3:26])=[O:24])=[CH:21][CH:20]=1)=[O:18].Cl>O1CCCC1.O>[CH2:1]([O:8][C:9]1[CH:14]=[CH:13][CH:12]=[CH:11][C:10]=1[CH:17]([OH:18])[C:19]1[CH:20]=[CH:21][C:22]([C:23]([O:25][CH3:26])=[O:24])=[CH:27][CH:28]=1)[C:2]1[CH:7]=[CH:6][CH:5]=[CH:4][CH:3]=1. Solvent: O1CCCC1 (tetrahydrofuran), O (water), O1CCCC1 (tetrahydrofuran). Procedure details: A Grignard reagent was prepared from 1-benzyloxy-2-bromobenzene (5.3 g), magnesium (0.49 g) and tetrahydrofuran (160 mL). The obtained Grignard reagent was added to a solution of methyl 4-formylbenzoate (3.3 g) in tetrahydrofuran (60 mL), and the mixture was stirred at room temperature for 1 hour. To the reaction mixture were added water and dilute hydrochloric acid, and the resulting mixture was extracted with ethyl acetate. The organic layer was washed with brine and dried over anhydrous sodiu... Product: Grignard reagent, C(C1=CC=CC=C1)OC1=C(C=CC=C1)C(C1=CC=C(C(=O)OC)C=C1)O (methyl 4-[(2-benzyloxyphenyl)hydroxymethyl]benzoate). The reactants are Grignard reagent, C(=O)C1=CC=C(C(=O)OC)C=C1 (methyl 4-formylbenzoate), Cl (hydrochloric acid), C(C1=CC=CC=C1)OC1=C(C=CC=C1)Br (1-benzyloxy-2-bromobenzene), [Mg] (magnesium). Reactants: CCCc1nc2ccccc2n1Cc1ccc2c(c1)CCc1ccccc1C2=CC(=O)O, C1CCC2=NCCCN2CC1, CS(N)(=O)=O, CN(C)C=O, O, O=C(O)CC(O)(CC(=O)O)C(=O)O. The product is CCCc1nc2ccccc2n1Cc1ccc2c(c1)CCc1ccccc1C2=CC(=O)NS(C)(=O)=O. RXN SMILES: [CH2:1]([CH2:2][CH3:3])[c:4]1[n:5][c:6]2[c:7]([n:8]1[CH2:9][c:10]1[cH:11][c:12]3[c:13]([cH:27][cH:28]1)[C:14](=[CH:23][C:24](=[O:25])[OH:26])[c:15]1[c:16]([cH:19][cH:20][cH:21][cH:22]1)[CH2:17][CH2:18]3)[cH:29][cH:30][cH:31][cH:32]2.[CH2:38]1[CH2:39][CH2:40][C:41]2=[N:46][CH2:45][CH2:44][CH2:43][N:42]2[CH2:47][CH2:48]1.[CH3:33][S:34](=[O:35])(=[O:36])[NH2:37].[O:62]=[CH:63][N:64]([CH3:65])[CH3:66].[OH2:67].[OH:49][C:50]([CH2:51][C:52]([C:53](=[O:54])[OH:55])([CH2:56][C:57](=[O:58])[OH:59])[OH:60])=[O:61]>>[CH2:1]([CH2:2][CH3:3])[c:4]1[n:5][c:6]2[c:7]([n:8]1[CH2:9][c:10]1[cH:11][c:12]3[c:13]([cH:27][cH:28]1)[C:14](=[CH:23][C:24](=[O:25])[NH:37][S:34]([CH3:33])(=[O:35])=[O:36])[c:15]1[c:16]([cH:19][cH:20][cH:21][cH:22]1)[CH2:17][CH2:18]3)[cH:29][cH:30][cH:31][cH:32]2.